This data is from the Open Reaction Database (ORD), a public repository of structured organic reaction records. The task is: describe an organic reaction: reactants, conditions, products, and yield Starting materials: B, CCc1c(Br)ccc2c3c([nH]c12)C(CC)(CC(=O)O)OCC3, C1CCOC1, C1CCOC1. Yields the product CCc1c(Br)ccc2c3c([nH]c12)C(CC)(CCO)OCC3. RXN SMILES: [BH3:28].[Br:1][c:2]1[cH:3][cH:4][c:5]2[c:6]3[c:7]([nH:8][c:9]2[c:10]1[CH2:11][CH3:12])[C:13]([CH2:17][CH3:18])([CH2:19][C:20](=[O:21])[OH:22])[O:14][CH2:15][CH2:16]3.[CH2:29]1[O:30][CH2:31][CH2:32][CH2:33]1.[O:23]1[CH2:24][CH2:25][CH2:26][CH2:27]1>>[Br:1][c:2]1[cH:3][cH:4][c:5]2[c:6]3[c:7]([nH:8][c:9]2[c:10]1[CH2:11][CH3:12])[C:13]([CH2:17][CH3:18])([CH2:19][CH2:20][OH:21])[O:14][CH2:15][CH2:16]3. The reactants are Cl (Hydrogen chloride), ClC1=CC=C(C=C1)C(CCOC)NC(=O)C1(CCN(CC1)C=1C2=C(N=CN1)NC=C2)NC(OC(C)(C)C)=O (tert-butyl 4-(1-(4-chlorophenyl)-3-methoxypropylcarbamoyl)-1-(7H-pyrrolo[2,3-d]pyrimidin-4-yl)piperidin-4-ylcarbamate), ClC1=CC=C(C=C1)C(CCOC)NC(=O)C1(CCN(CC1)C=1C2=C(N=CN1)NC=C2)NC(OC(C)(C)C)=O (tert-butyl 4-(1-(4-chlorophenyl)-3-methoxypropylcarbamoyl)-1-(7H-pyrrolo[2,3-d]pyrimidin-4-yl)piperidin-4-ylcarbamate). Solvent: C(Cl)Cl (DCM), CO (methanol). Run at temperature 22 celsius, time 2 day. The product is NC1(CCN(CC1)C=1C2=C(N=CN1)NC=C2)C(=O)NC(CCOC)C2=CC=C(C=C2)Cl (4-amino-N-(1-(4-chlorophenyl)-3-methoxypropyl)-1-(7H-pyrrolo[2,3-d]pyrimidin-4-yl)piperidine-4-carboxamide). The yield is 97.8%. Reaction SMILES: Cl.[Cl:2][C:3]1[CH:8]=[CH:7][C:6]([CH:9]([NH:14][C:15]([C:17]2([NH:32]C(=O)OC(C)(C)C)[CH2:22][CH2:21][N:20]([C:23]3[C:24]4[CH:31]=[CH:30][NH:29][C:25]=4[N:26]=[CH:27][N:28]=3)[CH2:19][CH2:18]2)=[O:16])[CH2:10][CH2:11][O:12][CH3:13])=[CH:5][CH:4]=1>C(Cl)Cl.CO>[NH2:32][C:17]1([C:15]([NH:14][CH:9]([C:6]2[CH:5]=[CH:4][C:3]([Cl:2])=[CH:8][CH:7]=2)[CH2:10][CH2:11][O:12][CH3:13])=[O:16])[CH2:18][CH2:19][N:20]([C:23]2[C:24]3[CH:31]=[CH:30][NH:29][C:25]=3[N:26]=[CH:27][N:28]=2)[CH2:21][CH2:22]1. Reported procedure: Hydrogen chloride (4M in 1,4-dioxane, 1.151 mL, 4.60 mmol) was added to tert-butyl 4-(1-(4-chlorophenyl)-3-methoxypropylcarbamoyl)-1-(7H-pyrrolo[2,3-d]pyrimidin-4-yl)piperidin-4-ylcarbamate (Intermediate 101) (50 mg, 0.09 mmol) in a mixture of DCM (5 mL) and methanol (2 mL) at 22° C. The resulting solution was stirred at 22° C. for 2 days. The mixture was evaporated and the residue was purified by ion exchange chromatography, using an SCX column. The desired product was eluted from the column us...